From a dataset of the Open Reaction Database (ORD), a public repository of structured organic reaction records. describe an organic reaction: reactants, conditions, products, and yield Reactants: C(C)(=O)NC1CCN(CC1)CC(=O)O (2-(4-acetamidopiperidin-1-yl)acetic acid), NCC(=O)N(C)C1=C(C(=C(C=C1)Cl)COC1=CC=CC=2N(C(=NC21)OC)CC2=NC=CC=C2)Cl (2-amino-N-(2,4-dichloro-3-(((2-methoxy-1-(pyridin-2-ylmethyl)-1H-benzo[d]imidazol-4-yl)oxy)methyl)phenyl)-N-methylacetamide). Yields the product C(C)(=O)NC1CCN(CC1)CC(=O)NCC(=O)N(C)C1=C(C(=C(C=C1)Cl)COC1=CC=CC=2N(C(=NC21)OC)CC2=NC=CC=C2)Cl (2-(2-(4-acetamidopiperidin-1-yl)acetamido)-N-(2,4-dichloro-3-(((2-methoxy-1-(pyridin-2-ylmethyl)-1H-benzo[d]imidazol-4-yl)oxy)methyl)phenyl)-N-methylacetamide). RXN SMILES: [C:1]([NH:4][CH:5]1[CH2:10][CH2:9][N:8]([CH2:11][C:12]([OH:14])=O)[CH2:7][CH2:6]1)(=[O:3])[CH3:2].[NH2:15][CH2:16][C:17]([N:19]([C:21]1[CH:26]=[CH:25][C:24]([Cl:27])=[C:23]([CH2:28][O:29][C:30]2[C:38]3[N:37]=[C:36]([O:39][CH3:40])[N:35]([CH2:41][C:42]4[CH:47]=[CH:46][CH:45]=[CH:44][N:43]=4)[C:34]=3[CH:33]=[CH:32][CH:31]=2)[C:22]=1[Cl:48])[CH3:20])=[O:18]>>[C:1]([NH:4][CH:5]1[CH2:6][CH2:7][N:8]([CH2:11][C:12]([NH:15][CH2:16][C:17]([N:19]([C:21]2[CH:26]=[CH:25][C:24]([Cl:27])=[C:23]([CH2:28][O:29][C:30]3[C:38]4[N:37]=[C:36]([O:39][CH3:40])[N:35]([CH2:41][C:42]5[CH:47]=[CH:46][CH:45]=[CH:44][N:43]=5)[C:34]=4[CH:33]=[CH:32][CH:31]=3)[C:22]=2[Cl:48])[CH3:20])=[O:18])=[O:14])[CH2:9][CH2:10]1)(=[O:3])[CH3:2]. Reported procedure: 2-(4-acetamidopiperidin-1-yl)acetic acid and 2-amino-N-(2,4-dichloro-3-(((2-methoxy-1-(pyridin-2-ylmethyl)-1H-benzo[d]imidazol-4-yl)oxy)methyl)phenyl)-N-methylacetamide are combined as previously described to give 15. LCMS (+ESI) 682 (M+). 1H-NMR (CDCl3, δ): 8.58 (m, 1H), 7.97 (bt, 1H), 7.58 (t, 1H), 7.47 (d, J=8.4 Hz, 1H), 7.29 (d, J=8.4 Hz, 1H), 7.19 (m, 1H), 7.03 (t, J=8.0 Hz, 1H), 6.92 (d, J=7.6 Hz, 1H), 6.83 (d, J=8.0 Hz, 1H), 6.81 (d, J=7.6 Hz, 1H), 5.67 (s, 2H), 5.33 (bd, 1H), 5.28 (s, 2H... Product: NC1=C(C=C(C=C1)N)S(=O)(=O)N (2,5-diamino-benzenesulfonamide). The reactants are ClC1=C(C=C(C=C1)[N+](=O)[O-])S(=O)(=O)N (2-chloro-5-nitro-benzenesulfonamide), amine, C(C1=CC=CC=C1)N (benzylamine), chloro, CS(=O)(=O)O (methanesulfonic acid). As a reaction SMILES: Cl[C:2]1[CH:7]=[CH:6][C:5]([N+:8]([O-])=O)=[CH:4][C:3]=1[S:11]([NH2:14])(=[O:13])=[O:12].C([NH2:22])C1C=CC=CC=1.CS(O)(=O)=O>>[NH2:22][C:2]1[CH:7]=[CH:6][C:5]([NH2:8])=[CH:4][C:3]=1[S:11]([NH2:14])(=[O:13])=[O:12]. Procedure: The 2-chloro-5-nitro-benzenesulfonamide intermediate (prepared as described in scheme 14) can be treated with a benzylic amine, such as benzylamine, to displace the chloro moiety. Hydrogenation under standard conditions in the presence of an acid (e.g., methanesulfonic acid) can be used to remove the benzylic group and to reduce the nitro group at the same time to afford the 2,5-diamino-benzenesulfonamide intermediate as a salt. Alternatively, the 2,5-diamino-benzenesulfonamide salt can be prepa...